Dataset: the Open Reaction Database (ORD), a public repository of structured organic reaction records. Task: describe an organic reaction: reactants, conditions, products, and yield Starting materials: O.C1(=CC=C(C=C1)S(=O)(=O)O)C (p-toluenesulfonic acid monohydrate), O[C@@H](CO)C=1C(=C(C(=O)OCC)C=CC1)F (ethyl 3-[(1R)-1,2-dihydroxyethyl]-2-fluorobenzoate), C([O-])(O)=O.[Na+] (sodium bicarbonate). The solvent is COC(C)(C)OC (2,2-dimethoxypropane). Conditions: time 30 minute. Product: CC1(OC[C@H](O1)C=1C(=C(C(=O)OCC)C=CC1)F)C (ethyl 3-[(4R)-2,2-dimethyl-1,3-dioxolan-4-yl]-2-fluorobenzoate). Isolated yield 81.0%. As a reaction SMILES: [OH:1][C@H:2]([C:5]1[C:6]([F:16])=[C:7]([CH:13]=[CH:14][CH:15]=1)[C:8]([O:10][CH2:11][CH3:12])=[O:9])[CH2:3][OH:4].O.[C:18]1(C)[CH:23]=CC(S(O)(=O)=O)=C[CH:19]=1.C(=O)(O)[O-].[Na+]>COC(OC)(C)C>[CH3:19][C:18]1([CH3:23])[O:1][C@H:2]([C:5]2[C:6]([F:16])=[C:7]([CH:13]=[CH:14][CH:15]=2)[C:8]([O:10][CH2:11][CH3:12])=[O:9])[CH2:3][O:4]1 |f:1.2,3.4|. Procedure details: A 5.71 g portion of ethyl 3-[(1R)-1,2-dihydroxyethyl]-2-fluorobenzoate was dissolved in 30 ml of 2,2-dimethoxypropane, mixed with 476 mg of p-toluenesulfonic acid monohydrate and stirred at room temperature for 30 minutes. This was mixed with saturated sodium bicarbonate aqueous solution and extracted with ethyl acetate, the organic layer was washed with saturated brine, dried with sodium sulfate and concentrated, and then the thus formed residue was purified by a silica gel column chromatograph... As a reaction SMILES: C(=O)([O-])[O-].[K+].[K+].[OH:7][CH2:8][CH2:9][N:10]1[CH2:15][CH2:14][N:13]([CH2:16][CH:17]=[CH:18][C:19]2[O:20][CH:21]=[CH:22][CH:23]=2)[CH2:12][CH2:11]1.[F:24][C:25]1[CH:30]=[CH:29][C:28]([CH:31](Cl)[C:32]2[S:33][CH:34]=[CH:35][CH:36]=2)=[CH:27][CH:26]=1>C1(C)C=CC=CC=1>[F:24][C:25]1[CH:26]=[CH:27][C:28]([CH:31]([C:32]2[S:33][CH:34]=[CH:35][CH:36]=2)[O:7][CH2:8][CH2:9][N:10]2[CH2:15][CH2:14][N:13]([CH2:16][CH:17]=[CH:18][C:19]3[O:20][CH:21]=[CH:22][CH:23]=3)[CH2:12][CH2:11]2)=[CH:29][CH:30]=1 |f:0.1.2|. Reactants: C([O-])([O-])=O.[K+].[K+] (potassium carbonate), OCCN1CCN(CC1)CC=CC=1OC=CC1 (1-(2-hydroxyethyl)-4-[3-(2-furyl)-2-propenyl]piperazine), FC1=CC=C(C=C1)C(C=1SC=CC1)Cl ((4-fluorophenyl)(2-thienyl)methylchloride). The product is FC1=CC=C(C=C1)C(OCCN1CCN(CC1)CC=CC=1OC=CC1)C=1SC=CC1 (1-[2-((4-fluorophenyl)-(2-thienyl)methoxy)ethyl]-4-[3-(2-furyl)-2-propenyl]piperazine). Solvent: C1(=CC=CC=C1)C (toluene), C1(=CC=CC=C1)C (toluene). Procedure: 1.16 g (0.0084 mol) potassium carbonate were added to a solution of 1.00 g (0.0042 mol) 1-(2-hydroxyethyl)-4-[3-(2-furyl)-2-propenyl]piperazine and 1.16 g (0.0084 mol) (4-fluorophenyl)(2-thienyl)methylchloride in 50 ml toluene. The mixture was refluxed for 16 h, then cooled, diluted with 50 ml toluene and washed twice with water. The crude product obtained by evaporation in vacuo was chromatographed on silicagel (elution with dichloromethane/methanol/acetic acid 95/5/3). The combined pure fracti... Starting materials: ClC1=NN=C(C2=CC(=CC=C12)C#N)Cl (1,4-Dichlorophthalazine-6-carbonitrile), C(#N)C=1C=C(CN)C=CC1OC (3-cyano-4-methoxybenzylamine), C1CCC2=NCCCN2CC1 (DBU). The solvent is CN1C(CCC1)=O (1-methyl-2-pyrrolidinone). The product is ClC1=NN=C(C2=CC(=CC=C12)C#N)NCC1=CC(=C(C=C1)OC)C#N (1-chloro-4-[(3-cyano-4-methoxybenzyl)amino]-6-phthalazine carbonitrile). As a reaction SMILES: [Cl:1][C:2]1[C:11]2[C:6](=[CH:7][C:8]([C:12]#[N:13])=[CH:9][CH:10]=2)[C:5](Cl)=[N:4][N:3]=1.[C:15]([C:17]1[CH:18]=[C:19]([CH:22]=[CH:23][C:24]=1[O:25][CH3:26])[CH2:20][NH2:21])#[N:16].C1CCN2C(=NCCC2)CC1>CN1CCCC1=O>[Cl:1][C:2]1[C:11]2[C:6](=[CH:7][C:8]([C:12]#[N:13])=[CH:9][CH:10]=2)[C:5]([NH:21][CH2:20][C:19]2[CH:22]=[CH:23][C:24]([O:25][CH3:26])=[C:17]([C:15]#[N:16])[CH:18]=2)=[N:4][N:3]=1. Procedure details: 1,4-Dichlorophthalazine-6-carbonitrile and 3-cyano-4-methoxybenzylamine were stirred at room temperature in 1-methyl-2-pyrrolidinone in the presence of DBU, whereby 1-chloro-4-[(3-cyano-4-methoxybenzyl)amino]-6-phthalazine carbonitrile was obtained as a less polar product. As a reaction SMILES: [Br:1][c:2]1[c:3]([NH2:9])[cH:4][c:5]([Br:8])[cH:6][cH:7]1.[C:10]([c:11]1[cH:12][cH:13][cH:14][cH:15][cH:16]1)(=[O:17])[N:18]=[C:19]=[S:20].[CH3:21][C:22](=[O:23])[CH3:24]>>[Br:1][c:2]1[c:3]([NH:9][C:19]([NH:18][C:10]([c:11]2[cH:12][cH:13][cH:14][cH:15][cH:16]2)=[O:17])=[S:20])[cH:4][c:5]([Br:8])[cH:6][cH:7]1. Product: O=C(NC(=S)Nc1cc(Br)ccc1Br)c1ccccc1. Reactants: Nc1cc(Br)ccc1Br, O=C(N=C=S)c1ccccc1, CC(C)=O. Starting materials: ClC1=NC(=C(C2=C1C(N(C2)CC2=C(C=C(C=C2)OC)OC)=O)F)N[C@@H](C(=O)O)CC(C)C ((R)-2-(4-chloro-2-(2,4-dimethoxybenzyl)-7-fluoro-3-oxo-2,3-dihydro-1H-pyrrolo[3,4-c]pyridin-6-ylamino)-4-methylpentanoic acid), CN1N=CC(=C1)B1OC(C(O1)(C)C)(C)C (1-methyl-4-(4,4,5,5-tetramethyl-1,3,2-dioxaborolan-2-yl)-1H-pyrazole). Reagents/catalysts: Cl[Pd]([P](C1=CC=CC=C1)(C2=CC=CC=C2)C3=CC=CC=C3)([P](C4=CC=CC=C4)(C5=CC=CC=C5)C6=CC=CC=C6)Cl (bis(triphenylphosphine)palladium chloride). Solvent: O1CCOCC1 (dioxane), C(=O)([O-])[O-].[Na+].[Na+] (Na2CO3). Yields the product COC1=C(CN2C(C=3C(=NC(=C(C3C2)F)N[C@@H](C(=O)O)CC(C)C)C=2C=NN(C2)C)=O)C=CC(=C1)OC ((R)-2-(2-(2,4-Dimethoxybenzyl)-7-fluoro-4-(1-methyl-1H-pyrazol-4-yl)-3-oxo-2,3-dihydro-1H-pyrrolo[3,4-c]pyridin-6-ylamino)-4-methylpentanoic acid). RXN SMILES: Cl[C:2]1[C:7]2[C:8](=[O:22])[N:9]([CH2:11][C:12]3[CH:17]=[CH:16][C:15]([O:18][CH3:19])=[CH:14][C:13]=3[O:20][CH3:21])[CH2:10][C:6]=2[C:5]([F:23])=[C:4]([NH:24][C@H:25]([CH2:29][CH:30]([CH3:32])[CH3:31])[C:26]([OH:28])=[O:27])[N:3]=1.[CH3:33][N:34]1[CH:38]=[C:37](B2OC(C)(C)C(C)(C)O2)[CH:36]=[N:35]1>O1CCOCC1.C([O-])([O-])=O.[Na+].[Na+].Cl[Pd](Cl)([P](C1C=CC=CC=1)(C1C=CC=CC=1)C1C=CC=CC=1)[P](C1C=CC=CC=1)(C1C=CC=CC=1)C1C=CC=CC=1>[CH3:21][O:20][C:13]1[CH:14]=[C:15]([O:18][CH3:19])[CH:16]=[CH:17][C:12]=1[CH2:11][N:9]1[CH2:10][C:6]2[C:5]([F:23])=[C:4]([NH:24][C@H:25]([CH2:29][CH:30]([CH3:32])[CH3:31])[C:26]([OH:28])=[O:27])[N:3]=[C:2]([C:37]3[CH:36]=[N:35][N:34]([CH3:33])[CH:38]=3)[C:7]=2[C:8]1=[O:22] |f:3.4.5,^1:62,81|. Procedure: A solution of (R)-2-(4-chloro-2-(2,4-dimethoxybenzyl)-7-fluoro-3-oxo-2,3-dihydro-1H-pyrrolo[3,4-c]pyridin-6-ylamino)-4-methylpentanoic acid (1.1 g, 2.361 mmol), 1-methyl-4-(4,4,5,5-tetramethyl-1,3,2-dioxaborolan-2-yl)-1H-pyrazole (2.456 g, 11.81 mmol) and bis(triphenylphosphine)palladium chloride (1.657 g, 2.361 mmol) in dioxane (10 mL) and saturated aq Na2CO3 (10.00 mL) was heated to 120° C. for 30 min. After filtering out the solids, the solvent was removed from the filtrate. The resulting res... The reactants are ClC(C#N)SC1=CC=C(C=C1)Cl (α-chloro-α-p-chlorophenylthioacetonitrile), N1C=NC=C1 (imidazole). The solvent is O (water). The product is C(#N)C(N1C=NC=C1)SC1=CC=C(C=C1)Cl (1-(Cyano-p-chlorophenylthiomethyl)imidazole). The yield is 53.4%. RXN SMILES: Cl[CH:2]([S:5][C:6]1[CH:11]=[CH:10][C:9]([Cl:12])=[CH:8][CH:7]=1)[C:3]#[N:4].[NH:13]1[CH:17]=[CH:16][N:15]=[CH:14]1>O>[C:3]([CH:2]([S:5][C:6]1[CH:11]=[CH:10][C:9]([Cl:12])=[CH:8][CH:7]=1)[N:13]1[CH:17]=[CH:16][N:15]=[CH:14]1)#[N:4]. Reported procedure: Into a 125 ml three-necked round bottom flask are placed 33 g (0.15 mole) of α-chloro-α-p-chlorophenylthioacetonitrile and 33 g (0.48 mole) of imidazole. The mixture is heated to 60° when an exothermic reaction sets in (110°). It is then cooled to room temperature, poured into water and extracted with ether. The combined ether extracts are evaporated to give 20 g of a brown solid which when triturated with ether gives 7 g of pure product, mp 120°-2°. Reactants: C(Cl)Cl (methylene chloride), FC(C=1C=C(C=CC1)C1OC(CN1)CC)(F)F (2-(m-trifluoromethylphenyl)-5-ethyl-1,3-oxazolidine), O (water), N1=CC=CC=C1 (pyridine), [OH-].[Na+] (NaOH), C(Cl)Cl (methylene chloride). Solvent: ClC(=O)OC(C)C (isopropyl chloroformate). Yields the product FC(C=1C=C(C=CC1)C1OC(CN1C(=O)C(C)C)CC)(F)F (2-(m-Trifluoromethylphenyl)-3-isopropylcarbonyl-5-ethyl-1,3-oxazolidine). Reaction SMILES: [F:1][C:2]([F:17])([F:16])[C:3]1[CH:4]=[C:5]([CH:9]2[NH:13][CH2:12][CH:11]([CH2:14][CH3:15])O2)[CH:6]=[CH:7][CH:8]=1.N1[CH:23]=[CH:22][CH:21]=CC=1.[OH-:24].[Na+].[OH2:26].[CH2:27](Cl)Cl>ClC(OC(C)C)=O>[F:1][C:2]([F:17])([F:16])[C:3]1[CH:4]=[C:5]([CH:9]2[N:13]([C:27]([CH:22]([CH3:21])[CH3:23])=[O:26])[CH2:12][CH:11]([CH2:14][CH3:15])[O:24]2)[CH:6]=[CH:7][CH:8]=1 |f:2.3|. Procedure details: Four and four-tenths grams of 2-(m-trifluoromethylphenyl)-5-ethyl-1,3-oxazolidine was combined with 1.5 g of pyridine in 25 ml of methylene chloride and 2.1 ml of isopropyl chloroformate in 10 ml of methylene chloride was added with stirring. The mixture was left to stir overnight. It was worked up with 50 ml of 5% NaOH and 200 ml of water, dried with anhydrous MgSO4 and stripped under vacuum on the rotary evaporator. The structure was confirmed by NMR and infrared spectroscopy.